From a dataset of the Open Reaction Database (ORD), a public repository of structured organic reaction records. describe an organic reaction: reactants, conditions, products, and yield Reactants: C(C)(=O)OCCN1C(=NC=C1[N+](=O)[O-])CO (1-(2-acetoxyethyl)-2-hydroxymethyl-5-nitroimidazole), C(C)(=O)[O-].C(C)(=O)[O-].C(C)(=O)[O-].C(C)(=O)[O-].[Pb+4] (lead tetraacetate). Solvent: C1=CC=CC=C1 (benzene). Yields the product C(C)(=O)OCCN1C(=NC=C1[N+](=O)[O-])C=O (1-(2-Acetoxyethyl)-5-nitro-2-imidazolecarboxaldehyde). Reaction SMILES: [C:1]([O:4][CH2:5][CH2:6][N:7]1[C:11]([N+:12]([O-:14])=[O:13])=[CH:10][N:9]=[C:8]1[CH2:15][OH:16])(=[O:3])[CH3:2].C([O-])(=O)C.C([O-])(=O)C.C([O-])(=O)C.C([O-])(=O)C.[Pb+4]>C1C=CC=CC=1>[C:1]([O:4][CH2:5][CH2:6][N:7]1[C:11]([N+:12]([O-:14])=[O:13])=[CH:10][N:9]=[C:8]1[CH:15]=[O:16])(=[O:3])[CH3:2] |f:1.2.3.4.5|. Procedure: A 6.27 gm. portion of 1-(2-acetoxyethyl)-2-hydroxymethyl-5-nitroimidazole is refluxed with 13.3 gm. of lead tetraacetate in 200 ml. of benzene for 18 hours, cooled, and filtered. The filtrate is washed with 50 ml. of saturated sodium carbonate solution, and the organic phase is separated therefrom. The remaining aqueous phase is twice extracted with 30 ml. of chloroform, and then combined with the above separated organic phase. The combined organic phases are dried under magnesium sulfate, and f... The reactants are O=C/C=C/C(=O)OC(C)(C)C (tert-butyl trans-4-oxo-2-butenoate), COC1=CC=C(C=C1)S(=O)(=O)N=C\C=C\C1=CC=CC=C1 (trans-N-(4-methoxybenzenesulfonyl)-3-phenylprop-2-en-1-imine). The product is COC1=CC=C(C=C1)S(=O)(=O)N1C([C@H]([C@H](C=C1)C1=CC=CC=C1)CC(=O)OC(C)(C)C)=O (tert-Butyl 2-((3S,4S)-1-(4-methoxyphenylsulfonyl)-2-oxo-4-phenyl-1,2,3,4-tetrahydro-pyridin-3-yl)acetate), white solid. Isolated yield 70.0%. Reaction SMILES: [O:1]=[CH:2]/[CH:3]=[CH:4]/[C:5]([O:7][C:8]([CH3:11])([CH3:10])[CH3:9])=[O:6].[CH3:12][O:13][C:14]1[CH:19]=[CH:18][C:17]([S:20]([N:23]=[CH:24]/[CH:25]=[CH:26]/[C:27]2[CH:32]=[CH:31][CH:30]=[CH:29][CH:28]=2)(=[O:22])=[O:21])=[CH:16][CH:15]=1>>[CH3:12][O:13][C:14]1[CH:15]=[CH:16][C:17]([S:20]([N:23]2[CH:24]=[CH:25][C@H:26]([C:27]3[CH:32]=[CH:31][CH:30]=[CH:29][CH:28]=3)[C@H:3]([CH2:4][C:5]([O:7][C:8]([CH3:11])([CH3:10])[CH3:9])=[O:6])[C:2]2=[O:1])(=[O:21])=[O:22])=[CH:18][CH:19]=1. Procedure: The title compound was prepared according to the general procedure from tert-butyl trans-4-oxo-2-butenoate and trans-N-(4-methoxybenzenesulfonyl)-3-phenylprop-2-en-1-imine using 10 mol % 9 as the catalyst in 70% yield white solid. [α]D20 (c 1.07, CHCl3)=+90.4; mp=139-142° C.; 1H NMR (400 MHz, CDCl3) 8.03 (dd, 21-1, J=6.9, 2.1 Hz), 7.16-7.13 (m, 2H), 7.05-7.00 (m, 4H), 6.60 (dd, 2H, J=8.2, 1.0 Hz), 5.59 (dd, 1H, J=8.1, 6.6 Hz), 3.92 (s, 3H), 3.66 (t, 1H, J=6.9 Hz), 3.49-3.43 (m, 1H), 2.57 (dd, 1H...